Task: describe an organic reaction: reactants, conditions, products, and yield. Dataset: the Open Reaction Database (ORD), a public repository of structured organic reaction records Reactants: BrCC(=O)Br (bromoacetyl bromide), C(C=1C(N)=CC=CC1)(=O)O (anthranilic acid), CN(C)C=O (DMF), BrCC(=O)Br (bromoacetyl bromide). Solvent: O1CCOCC1 (dioxane). Conditions: temperature 0 celsius, time 5 hour. The product is BrCC(=O)NC1=C(C(=O)O)C=CC=C1 (2-(N-Bromoacetylamino)benzoic Acid). Yield: 87.8%. As a reaction SMILES: [C:1]([OH:10])(=[O:9])[C:2]1[C:3](=[CH:5][CH:6]=[CH:7][CH:8]=1)[NH2:4].CN(C=O)C.[Br:16][CH2:17][C:18](Br)=[O:19]>O1CCOCC1>[Br:16][CH2:17][C:18]([NH:4][C:3]1[CH:5]=[CH:6][CH:7]=[CH:8][C:2]=1[C:1]([OH:10])=[O:9])=[O:19]. Reported procedure: A solution of anthranilic acid (50 g, 364.6 mmol) in anhyd DMF (125 mL) and dioxane (125 mL) in a 1 L Morton flask equipped with a mechanical stirrer and a constant addition funnel was cooled with an ice-bath to 0° C. Freshly distilled bromoacetyl bromide (73.6 g, 31.77 mL, 364.6 mmol) was added dropwise keeping the internal temperature between 0-1.5° C. over a 2.5 hour period. After addition of the bromoacetyl bromide was completed, the ice-bath was removed and stirring at rt was continued for ...